Dataset: the Open Reaction Database (ORD), a public repository of structured organic reaction records. Task: describe an organic reaction: reactants, conditions, products, and yield Reactants: IC1=CNC2=NC=C(C=C21)C2=CC=C(C=C2)N(C)C ([4-(3-Iodo-1H-pyrrolo[2,3-b]pyridin-5-yl)-phenyl]-dimethyl-amine), C1(=CC=CC=C1)S(=O)(=O)Cl (benzenesulfonyl chloride), [OH-].[Na+] (NaOH). The reagents and catalysts are [Br-].C(CCC)[N+](CCCC)(CCCC)CCCC (tetra-n-butylammonium bromide). Run in C1=CC=CC=C1 (benzene). Run at time 8 hour. Product: C1(=CC=CC=C1)S(=O)(=O)N1C=C(C=2C1=NC=C(C2)C2=CC=C(C=C2)N(C)C)I ([4-(1-Benzenesulfonyl-3-iodo-1H-pyrrolo[2,3-b]pyridin-5-yl)-phenyl]-dimethyl-amine). Isolated yield 64.1%. RXN SMILES: [I:1][C:2]1[C:10]2[C:5](=[N:6][CH:7]=[C:8]([C:11]3[CH:16]=[CH:15][C:14]([N:17]([CH3:19])[CH3:18])=[CH:13][CH:12]=3)[CH:9]=2)[NH:4][CH:3]=1.[C:20]1([S:26](Cl)(=[O:28])=[O:27])[CH:25]=[CH:24][CH:23]=[CH:22][CH:21]=1.[OH-].[Na+]>C1C=CC=CC=1.[Br-].C([N+](CCCC)(CCCC)CCCC)CCC>[C:20]1([S:26]([N:4]2[C:5]3=[N:6][CH:7]=[C:8]([C:11]4[CH:16]=[CH:15][C:14]([N:17]([CH3:19])[CH3:18])=[CH:13][CH:12]=4)[CH:9]=[C:10]3[C:2]([I:1])=[CH:3]2)(=[O:28])=[O:27])[CH:25]=[CH:24][CH:23]=[CH:22][CH:21]=1 |f:2.3,5.6|. Reported procedure: To a solution of 2 (6.00 g, 16.5 mmol) in benzene (100 mL) was added benzenesulfonyl chloride (4.85 mL, 38.0 mmol), tetra-n-butylammonium bromide (2.82 g, 8.76 mmol) and 50% aqueous NaOH (18.5 mL), and the reaction mixture was stirred overnight. The mixture was partitioned between water—benzene. The layers were separated and the aqueous layer was extracted with benzene (5×100 mL). The combined organic extracts were dried (MgSO4) and concentrated to give orange oil, which solidified on drying in ... Reactants: NC1=C(C=C(OC=2C3=C(N=CN2)N(C(=C3)C3=CC=C(C=C3)O)COCC[Si](C)(C)C)C=C1)Cl (4-[4-(4-amino-3-chlorophenoxy)-7-(2-trimethylsilanylethoxymethyl)-7H-pyrrolo[2,3-d]pyrimidin-6-yl]phenol), O (water), Cl.ClCCCN(CC)CC ((3-chloropropyl)diethylamine hydrochloride), C([O-])([O-])=O.[K+].[K+] (potassium carbonate). Solvent: CN(C=O)C (dimethylformamide). Conditions: temperature 80 celsius, time 24 hour. Yields the product ClC1=C(C=CC(=C1)OC=1C2=C(N=CN1)N(C(=C2)C2=CC=C(C=C2)OCCCN(CC)CC)COCC[Si](C)(C)C)N (2-Chloro-4-[6-[4-(3-diethylaminopropoxy)phenyl]-7-(2-trimethylsilanylethoxymethyl)-7H-pyrrolo[2,3-d]pyrimidin-4-yloxy]phenylamine). Yield: 84.5%. Reaction SMILES: [NH2:1][C:2]1[CH:32]=[CH:31][C:5]([O:6][C:7]2[C:8]3[CH:15]=[C:14]([C:16]4[CH:21]=[CH:20][C:19]([OH:22])=[CH:18][CH:17]=4)[N:13]([CH2:23][O:24][CH2:25][CH2:26][Si:27]([CH3:30])([CH3:29])[CH3:28])[C:9]=3[N:10]=[CH:11][N:12]=2)=[CH:4][C:3]=1[Cl:33].Cl.Cl[CH2:36][CH2:37][CH2:38][N:39]([CH2:42][CH3:43])[CH2:40][CH3:41].C(=O)([O-])[O-].[K+].[K+].O>CN(C)C=O>[Cl:33][C:3]1[CH:4]=[C:5]([O:6][C:7]2[C:8]3[CH:15]=[C:14]([C:16]4[CH:17]=[CH:18][C:19]([O:22][CH2:36][CH2:37][CH2:38][N:39]([CH2:42][CH3:43])[CH2:40][CH3:41])=[CH:20][CH:21]=4)[N:13]([CH2:23][O:24][CH2:25][CH2:26][Si:27]([CH3:28])([CH3:29])[CH3:30])[C:9]=3[N:10]=[CH:11][N:12]=2)[CH:31]=[CH:32][C:2]=1[NH2:1] |f:1.2,3.4.5|. Procedure details: After dissolving 47 mg of the 4-[4-(4-amino-3-chlorophenoxy)-7-(2-trimethylsilanylethoxymethyl)-7H-pyrrolo[2,3-d]pyrimidin-6-yl]phenol synthesized in Production Example 160-1 in 0.5 ml of dimethylformamide, there were added 56 mg (3.1 equivalents) of (3-chloropropyl)diethylamine hydrochloride and 94 mg (7 equivalents) of potassium carbonate, and the mixture was stirred at 80° C. for 24 hours. It was then returned to room temperature, water was added, and liquid separation and extraction were per... Starting materials: C(C(=O)Cl)(=O)Cl (oxalyl chloride), ClCCl (dichloromethane), FC=1C=C(C=CC1F)[C@@H]1COC[C@@H](N1)C(C)O (1-[(3R,5R)-5-(3,4-difluorophenyl)morpholin-3-yl]ethanol), N1=CC=CC=C1 (pyridine). Run in O (Water). Reaction conditions: time 30 minute. The product is FC=1C=C(C=CC1F)[C@H]1N2[C@H](COC1)[C@@H](OC(C2=O)=O)C ((1S,6R,9aR)-6-(3,4-difluorophenyl)-1-methyl tetrahydro-[1,4]oxazino[3,4-c][1,4]oxazine-3,4-dione). As a reaction SMILES: [C:1](Cl)(=[O:5])[C:2](Cl)=[O:3].ClCCl.[F:10][C:11]1[CH:12]=[C:13]([C@H:18]2[NH:23][C@@H:22]([CH:24]([OH:26])[CH3:25])[CH2:21][O:20][CH2:19]2)[CH:14]=[CH:15][C:16]=1[F:17].N1C=CC=CC=1>O>[F:10][C:11]1[CH:12]=[C:13]([C@@H:18]2[CH2:19][O:20][CH2:21][C@@H:22]3[C@H:24]([CH3:25])[O:26][C:1](=[O:5])[C:2](=[O:3])[N:23]23)[CH:14]=[CH:15][C:16]=1[F:17]. Procedure details: Under ice-cooling, oxalyl chloride (417 μL) was added dropwise into a dichloromethane (8 mL) solution of 1-[(3R,5R)-5-(3,4-difluorophenyl)morpholin-3-yl]ethanol (424 mg) and pyridine (2 mL). Stirring was continued for 30 minutes at the same temperature. Water was added to the reaction solution, and the organic layer was partitioned, and the resultant was dried with magnesium sulfate, and the solvent was removed under a vacuum. The residue was purified with silica gel column chromatography (hepta... Reactants: [N+](=O)([O-])C=1C=C(C=C(C1C(=O)O)[N+](=O)[O-])C (3,5-dinitro-p-toluic acid), [H][H] (hydrogen). The solvent is CO (methanol). Product: NC=1C=C(C=C(C1C(=O)O)N)C (3,5-diamino-p-toluic acid). The yield is 81.0%. Reaction SMILES: [N+:1]([C:4]1[CH:5]=[C:6]([CH3:16])[CH:7]=[C:8]([N+:13]([O-])=O)[C:9]=1[C:10]([OH:12])=[O:11])([O-])=O.[H][H]>CO>[NH2:1][C:4]1[CH:5]=[C:6]([CH3:16])[CH:7]=[C:8]([NH2:13])[C:9]=1[C:10]([OH:12])=[O:11]. Procedure: 3,5-dinitro-p-toluic acid (10.0 gm.) is dissolved in methanol (300 ml.) and 5% palledium on charcoal (1.0 gm.) added. Reduction is carried out in a Parr apparatus for one hour at 40 psi of hydrogen. The product precipitates and the reaction mixture warmed until solution is complete. The catalyst is removed by filtration, washed with a few cc of methanol and the filtrate cooled to 0°. The product precipitates in fine needles and is collected by filtration, washed with a few ml. of methanol and dr... Reactants: CCOc1cc(CN(c2ccc(C(N)=NO)cc2)c2nc(Br)cn2C(c2ccccc2)(c2ccccc2)c2ccccc2)c(F)c(OC(C)C)c1, CC(=O)OC(C)=O, CO, CCOC(C)=O. Product: CCOc1cc(CN(c2ccc(C(N)=NOC(C)=O)cc2)c2nc(Br)cn2C(c2ccccc2)(c2ccccc2)c2ccccc2)c(F)c(OC(C)C)c1. RXN SMILES: [Br:1][c:2]1[n:3][c:4]([N:26]([c:27]2[cH:28][cH:29][c:30]([C:31](=[N:32][OH:33])[NH2:34])[cH:35][cH:36]2)[CH2:37][c:38]2[c:39]([F:51])[c:40]([O:47][CH:48]([CH3:49])[CH3:50])[cH:41][c:42]([O:44][CH2:45][CH3:46])[cH:43]2)[n:5]([C:7]([c:8]2[cH:9][cH:10][cH:11][cH:12][cH:13]2)([c:14]2[cH:15][cH:16][cH:17][cH:18][cH:19]2)[c:20]2[cH:21][cH:22][cH:23][cH:24][cH:25]2)[cH:6]1.[CH3:52][C:53](=[O:54])[O:55][C:56]([CH3:57])=[O:58].[CH3:59][OH:60].[CH3:61][CH2:62][O:63][C:64]([CH3:65])=[O:66]>>[Br:1][c:2]1[n:3][c:4]([N:26]([c:27]2[cH:28][cH:29][c:30]([C:31](=[N:32][O:33][C:53]([CH3:52])=[O:54])[NH2:34])[cH:35][cH:36]2)[CH2:37][c:38]2[c:39]([F:51])[c:40]([O:47][CH:48]([CH3:49])[CH3:50])[cH:41][c:42]([O:44][CH2:45][CH3:46])[cH:43]2)[n:5]([C:7]([c:8]2[cH:9][cH:10][cH:11][cH:12][cH:13]2)([c:14]2[cH:15][cH:16][cH:17][cH:18][cH:19]2)[c:20]2[cH:21][cH:22][cH:23][cH:24][cH:25]2)[cH:6]1. The reactants are ClCCN1S(N(CC2=C1C=CC(=C2)SC)C(C)C)(=O)=O (1-(2-chloroethyl)-3,4-dihydro-3-(1-methylethyl)-6-methylthio-1H-2,1,3-benzothiadiazine-2,2-dioxide), CC1(S(N(C2=C(C1)C=C(C=C2)C=S(=O)=O)CC=C)(=O)=O)C (3,4-Dihydro-3,3-dimethyl-1-(prop-2-en-1-yl)-6-sulphonylmethyl-1H-2,1-benzothiazine 2,2-dioxide), [OH-].[Na+] (sodium hydroxide), ClC1=CC(=CC=C1)C(=O)OO (m-chloroperbenzoic acid). The solvent is C(Cl)(Cl)Cl (chloroform), O (water). Reaction conditions: time 15 minute. Yields the product ClCCN1S(N(CC2=C1C=CC(=C2)S(=O)(=O)C)C(C)C)(=O)=O (1-(2-Chloroethyl)-3,4-dihydro-3-(1-methylethyl)-6-methysulfonyl-1H-2,1,3-benzothiadiazine-2,2-dioxide). As a reaction SMILES: C[C:2]1(C)CC2C=C(C=S(=O)=O)C=CC=2N(CC=C)[S:3]1(=[O:20])=[O:19].[Cl:22][CH2:23][CH2:24][N:25]1C2C=CC(SC)=CC=2C[N:27]([CH:37]([CH3:39])[CH3:38])[S:26]1(=[O:41])=[O:40].Cl[C:43]1[CH:48]=[CH:47][CH:46]=[C:45]([C:49](OO)=O)[CH:44]=1.[OH-].[Na+]>O.C(Cl)(Cl)Cl>[Cl:22][CH2:23][CH2:24][N:25]1[C:46]2[CH:47]=[CH:48][C:43]([S:3]([CH3:2])(=[O:20])=[O:19])=[CH:44][C:45]=2[CH2:49][N:27]([CH:37]([CH3:38])[CH3:39])[S:26]1(=[O:40])=[O:41] |f:3.4|. Procedure details: A 500 mL 3 necked flask equipped thermometer, pressure equalised dropping funnel, nitrogen bubbler and magnetic stirrer bar was charged with 1-(2-chloroethyl)-3,4-dihydro-3-(1-methylethyl)-6-methylthio-1H-2,1,3-benzothiadiazine-2,2-dioxide (10.0 g, 0.0299 mol) and chloroform (200 ml). To this solution was added in one portion m-chloroperbenzoic acid (20.6 g, ˜4 equivalents, nominal purity 56-86%), this resulted in an exotherm which raised the temperature from 20° C. to 50° C. This solution was t...